Dataset: the Open Reaction Database (ORD), a public repository of structured organic reaction records. Task: describe an organic reaction: reactants, conditions, products, and yield Reactants: CCCCCCCCCCCCSCCOc1ccc(CCC(=O)C(F)(F)F)cc1, CO, [O-][I+3]([O-])([O-])[O-], [Na+], O. Product: CCCCCCCCCCCCS(=O)CCOc1ccc(CCC(=O)C(F)(F)F)cc1. Reaction SMILES: [CH2:1]([CH2:2][CH2:3][CH2:4][CH2:5][CH2:6][CH2:7][CH2:8][CH2:9][CH2:10][CH2:11][CH3:12])[S:13][CH2:14][CH2:15][O:16][c:17]1[cH:18][cH:19][c:20]([CH2:23][CH2:24][C:25]([C:26]([F:27])([F:28])[F:29])=[O:30])[cH:21][cH:22]1.[CH3:37][OH:38].[I+3:31]([O-:32])([O-:33])([O-:34])[O-:35].[Na+:36].[OH2:39]>>[CH2:1]([CH2:2][CH2:3][CH2:4][CH2:5][CH2:6][CH2:7][CH2:8][CH2:9][CH2:10][CH2:11][CH3:12])[S:13]([CH2:14][CH2:15][O:16][c:17]1[cH:18][cH:19][c:20]([CH2:23][CH2:24][C:25]([C:26]([F:27])([F:28])[F:29])=[O:30])[cH:21][cH:22]1)=[O:32]. The reactants are P(Br)(Br)Br (phosphorous tribromide), N1=CC=CC=C1 (pyridine), CC1(C=2C=CC(=CC2C(CC1)(C)C)/C(=C/CO)/C)C ((2E)-3-(5,6,7,8-Tetrahydro-5,5,8,8-tetramethyl-2-naphthalenyl)-2-butenol). Run in petroleum ether, C(C)OCC (diethyl ether), C(C)OCC (diethyl ether). The product is CC1(C=2C=CC(=CC2C(CC1)(C)C)/C(=C/CBr)/C)C ((2E)-3-(5,6,7,8-Tetrahydro-5,5,8,8-tetramethyl-2-naphthalenyl)-2-butenyl bromide). The yield is 268.3%. RXN SMILES: P(Br)(Br)[Br:2].N1C=CC=CC=1.[CH3:11][C:12]1([CH3:29])[CH2:21][CH2:20][C:19]([CH3:23])([CH3:22])[C:18]2[CH:17]=[C:16](/[C:24](/[CH3:28])=[CH:25]/[CH2:26]O)[CH:15]=[CH:14][C:13]1=2>C(OCC)C>[CH3:11][C:12]1([CH3:29])[CH2:21][CH2:20][C:19]([CH3:23])([CH3:22])[C:18]2[CH:17]=[C:16](/[C:24](/[CH3:28])=[CH:25]/[CH2:26][Br:2])[CH:15]=[CH:14][C:13]1=2. Procedure details: A stirred solution of phosphorous tribromide (0.31 g, 1.16 mmol) and pyridine (0.057 g, 0.72 mmol) in petroleum ether (18 mL) was cooled to -10° C. under argon. The mixture was treated with a solution of 35 (0.94 g, 3.62 mmol) in anhydrous diethyl ether (18 mL). The reaction mixture was allowed to warm to room temperature over 2.5 h. The solution was then diluted with diethyl ether and washed twice with water. The aqueous layers were combined and back-extracted with another portion of diethyl et... The reactants are C(C)(C)(C)OC(NC=1COCC(N1)(CF)C1=C(C=CC(=C1)Br)F)=O ([5-(5-bromo-2-fluoro-phenyl)-5-fluoromethyl-5,6-dihydro-2H-[1,4]oxazin-3-yl]-carbamic acid tert-butyl ester), CN[C@H]1[C@@H](CCCC1)NC (trans-N,N′-dimethylcyclohexane-1,2-diamine), [N-]=[N+]=[N-].[Na+] (sodium azide), O=C1C(O)=C([O-])[C@H](O1)[C@@H](O)CO.[Na+] (sodium-ascorbate). Reagents/catalysts: [Cu]I (CuI). Solvent: O (water), CC(C)(C)OC (TBME), CCO (EtOH), O (water). Reaction conditions: temperature 70 celsius. The product is C(C)(C)(C)OC(NC=1COCC(N1)(CF)C1=C(C=CC(=C1)N)F)=O ([5-(5-Amino-2-fluoro-phenyl)-5-fluoromethyl-5,6-dihydro-2H-[1,4]oxazin-3-yl]-carbamic acid tert-butyl ester). As a reaction SMILES: [C:1]([O:5][C:6](=[O:24])[NH:7][C:8]1[CH2:9][O:10][CH2:11][C:12]([C:16]2[CH:21]=[C:20](Br)[CH:19]=[CH:18][C:17]=2[F:23])([CH2:14][F:15])[N:13]=1)([CH3:4])([CH3:3])[CH3:2].C[NH:26][C@@H]1CCCC[C@H]1NC.[N-]=[N+]=[N-].[Na+].O=C1O[C@H]([C@H](CO)O)C([O-])=C1O.[Na+]>CCO.O.CC(OC)(C)C.[Cu]I>[C:1]([O:5][C:6](=[O:24])[NH:7][C:8]1[CH2:9][O:10][CH2:11][C:12]([C:16]2[CH:21]=[C:20]([NH2:26])[CH:19]=[CH:18][C:17]=2[F:23])([CH2:14][F:15])[N:13]=1)([CH3:4])([CH3:3])[CH3:2] |f:2.3,4.5|. Procedure: To a solution of 0.69 g (1.703 mmol) [5-(5-bromo-2-fluoro-phenyl)-5-fluoromethyl-5,6-dihydro-2H-[1,4]oxazin-3-yl]-carbamic acid tert-butyl ester and 72.7 mg (0.511 mmol) trans-N,N′-dimethylcyclohexane-1,2-diamine in 7.5 ml EtOH was added a solution of 443 mg (6.81 mmol) sodium azide and 67.5 g (0.341 mmol) sodium-ascorbate in 3 ml water. The mixture was degassed and brought under nitrogen atmosphere. CuI (64.9 mg, 0.341 mmol) was added and the mixture was heated at 70° C. The initially formed su... Reactants: O=C([O-])[O-], COC(=O)c1ccc(CBr)nc1, CC1CN(C(=O)COc2ccc(Cl)cc2O)C(C)CN1Cc1ccc(F)cc1, [Cs+], [Cs+], C1COCCO1. RXN SMILES: [C:41](=[O:42])([O-:43])[O-:44].[CH3:29][O:30][C:31]([c:32]1[cH:33][n:34][c:35]([CH2:38][Br:39])[cH:36][cH:37]1)=[O:40].[Cl:1][c:2]1[cH:3][c:4]([OH:28])[c:5]([O:6][CH2:7][C:8](=[O:9])[N:10]2[CH:11]([CH3:25])[CH2:12][N:13]([CH2:17][c:18]3[cH:19][cH:20][c:21]([F:24])[cH:22][cH:23]3)[CH:14]([CH3:16])[CH2:15]2)[cH:26][cH:27]1.[Cs+:45].[Cs+:46].[O:47]1[CH2:48][CH2:49][O:50][CH2:51][CH2:52]1>>[Cl:1][c:2]1[cH:3][c:4]([O:28][CH2:38][c:35]2[n:34][cH:33][c:32]([C:31]([O:30][CH3:29])=[O:40])[cH:37][cH:36]2)[c:5]([O:6][CH2:7][C:8](=[O:9])[N:10]2[CH:11]([CH3:25])[CH2:12][N:13]([CH2:17][c:18]3[cH:19][cH:20][c:21]([F:24])[cH:22][cH:23]3)[CH:14]([CH3:16])[CH2:15]2)[cH:26][cH:27]1. Yields the product COC(=O)c1ccc(COc2cc(Cl)ccc2OCC(=O)N2CC(C)N(Cc3ccc(F)cc3)CC2C)nc1. Starting materials: ClC1=C(C(=C(C(C(=O)O)=C1)C(=O)O)Cl)C(=O)O (dichlorotrimellitic acid), C(C)(=O)Cl (acetyl chloride), ClC1(C(C=C(C=C1)Cl)C)C (2,5-dichloroxylene), [Cl-].[Al+3].[Cl-].[Cl-] (aluminum chloride). The product is C(C)(=O)C1=C(C=CC(C1C)(C)Cl)Cl (6-acetyl-2,5-dichloroxylene). Reaction SMILES: ClC1C=[C:6]([C:7](O)=[O:8])C(C(O)=O)=C(Cl)C=1C(O)=O.[Cl:18][C:19]1([CH3:27])[CH:24]=[CH:23][C:22]([Cl:25])=[CH:21][CH:20]1[CH3:26].[Cl-].[Al+3].[Cl-].[Cl-].C(Cl)(=O)C>>[C:7]([C:21]1[CH:20]([CH3:26])[C:19]([Cl:18])([CH3:27])[CH:24]=[CH:23][C:22]=1[Cl:25])(=[O:8])[CH3:6] |f:2.3.4.5|. Procedure details: Synthesis of dichlorotrimellitic acid—The reaction scheme for this synthesis is depicted in FIG. 7. Into a 250 ml round bottom flask was put 2,5-dichloroxylene (5 g, 28.6 mmol) and aluminum chloride (4.6 g, 34.3 mmol). Solids were thoroughly mixed, then acetyl chloride (2.0 mL, 28.6 mmol) was added and the reaction immersed in an oil bath at 70° C. After cessation of gas evolution (approx 30 min), reaction was allowed to cool to room temperature and partitioned between ethyl acetate (100 mL) and... Run at time 24 hour. The product is BrCCCOC1=CC(=C(C=C1)[N+](=O)[O-])OC (1-(3-Bromopropoxy)-3-methoxy-4-nitrobenzene). Procedure: A mixture of 3-methoxy-4-nitrophenol (Intermediate 18 in EP-A-494623) (2.4 g), 1,3-dibromopropane (7.5 ml) and potassium carbonate (2.2 g) in DMF (30 ml) was stirred at room temperature for 24 h. The mixture was filtered and the filtrate was evaporated to dryness. The residue was treated with water and extracted with dichloromethane. The organic extract was then washed with 5% sodium hydroxide solution and brine, dried and concentrated in vacuo to give the title compound (3.5 g) as an oil. Reactants: COC=1C=C(C=CC1[N+](=O)[O-])O (3-methoxy-4-nitrophenol), COC=1C=C(C=CC1[N+](=O)[O-])O (3-methoxy-4-nitrophenol), A-494623, BrCCCBr (1,3-dibromopropane), C([O-])([O-])=O.[K+].[K+] (potassium carbonate). Run in CN(C)C=O (DMF). RXN SMILES: [CH3:1][O:2][C:3]1[CH:4]=[C:5]([OH:12])[CH:6]=[CH:7][C:8]=1[N+:9]([O-:11])=[O:10].[Br:13][CH2:14][CH2:15][CH2:16]Br.C(=O)([O-])[O-].[K+].[K+]>CN(C=O)C>[Br:13][CH2:14][CH2:15][CH2:16][O:12][C:5]1[CH:6]=[CH:7][C:8]([N+:9]([O-:11])=[O:10])=[C:3]([O:2][CH3:1])[CH:4]=1 |f:2.3.4|.